Dataset: the Open Reaction Database (ORD), a public repository of structured organic reaction records. Task: describe an organic reaction: reactants, conditions, products, and yield Reactants: Cl.COC(CC1=CC(=CC=C1)CN)=O ((3-aminomethyl-phenyl)-acetic acid methyl ester hydrochloride), sulfonamide, C(CC)S(=O)(=O)Cl (1-propanesulfonyl chloride), C(C)(C)N(C(C)C)CC (N,N-diisopropylethylamine). Solvent: ClC(C)Cl (dichloroethane). Product: COC(CC1=CC(=CC=C1)CNS(=O)(=O)CCC)=O ({3-[(Propane-1-sulfonylamino)-methyl]-phenyl}-acetic acid methyl ester). As a reaction SMILES: Cl.[CH3:2][O:3][C:4](=[O:14])[CH2:5][C:6]1[CH:11]=[CH:10][CH:9]=[C:8]([CH2:12][NH2:13])[CH:7]=1.[CH2:15]([S:18](Cl)(=[O:20])=[O:19])[CH2:16][CH3:17].C(N(CC)C(C)C)(C)C>ClC(Cl)C>[CH3:2][O:3][C:4](=[O:14])[CH2:5][C:6]1[CH:11]=[CH:10][CH:9]=[C:8]([CH2:12][NH:13][S:18]([CH2:15][CH2:16][CH3:17])(=[O:20])=[O:19])[CH:7]=1 |f:0.1|. Reported procedure: Following the procedure described in Preparation 8, (3-aminomethyl-phenyl)-acetic acid methyl ester hydrochloride (603 mg, 2.80 mmol) was converted to the title sulfonamide by reaction with 1-propanesulfonyl chloride (0.375 mL) and N,N-diisopropylethylamine (2.0 mL) in dichloroethane (10 mL). 1H NMR (400 MHz, CDCl3) δ 7.35-7.22 (m, 4H), 4.60 (bs, 1H), 4.29 (s, 2H), 3.70 (s, 3H), 3.63 (s, 2H), 2.92 (t, 2H), 1.79 (m, 2H), 0.99 (t, 3H). Reactants: C(C)=O (acetaldehyde), C(C)(=O)O (acetic acid), C(#N)[BH3-].[Na+] (sodium cyanoborohydride), NC=1C=CC=C2CC(C(N(C12)CC1=CC=CC=C1)=O)NC(OC(C)(C)C)=O (tert-Butyl 8-amino-1-benzyl-1,2,3,4-tetrahydro-2-oxoquinolin-3-ylcarbamate). Run in CO (methanol). Run at time 30 minute. Product: C(C1=CC=CC=C1)N1C(C(CC2=CC=CC(=C12)NCC)NC(OC(C)(C)C)=O)=O (tert-butyl 1-benzyl-8-ethylamino-1,2,3,4-tetrahydro-2-oxoquinolin-3-ylcarbamate). Reaction SMILES: [NH2:1][C:2]1[CH:3]=[CH:4][CH:5]=[C:6]2[C:11]=1[N:10]([CH2:12][C:13]1[CH:18]=[CH:17][CH:16]=[CH:15][CH:14]=1)[C:9](=[O:19])[CH:8]([NH:20][C:21](=[O:27])[O:22][C:23]([CH3:26])([CH3:25])[CH3:24])[CH2:7]2.[CH:28](=O)[CH3:29].C(O)(=O)C.C([BH3-])#N.[Na+]>CO>[CH2:12]([N:10]1[C:11]2[C:6](=[CH:5][CH:4]=[CH:3][C:2]=2[NH:1][CH2:28][CH3:29])[CH2:7][CH:8]([NH:20][C:21](=[O:27])[O:22][C:23]([CH3:24])([CH3:26])[CH3:25])[C:9]1=[O:19])[C:13]1[CH:18]=[CH:17][CH:16]=[CH:15][CH:14]=1 |f:3.4|. Reported procedure: tert-Butyl 8-amino-1-benzyl-1,2,3,4-tetrahydro-2-oxoquinolin-3-ylcarbamate (1.0 g) was dissolved in methanol (10 mL), and acetaldehyde (599 mg), acetic acid (10 mg), and sodium cyanoborohydride (171 mg) were sequentially added to the solution under cooling on ice. The mixture was stirred at room temperature for 30 minutes, and the reaction mixture was concentrated under reduced pressure. The thus-recovered residue was dissolved in ethyl acetate, and the solution was sequentially washed with wate... The reactants are NC1=C(C(=CS1)C#N)C=1OC=CN1 (5-amino-4-(oxazol-2-yl)thiophene-3-carbonitrile), O=C1N(C2=CC=C(C=C2C=C1)C(F)(F)F)CC(=O)O (2-(2-oxo-6-(trifluoromethyl)quinolin-1(2H)-yl)acetic acid). The product is C(#N)C=1C(=C(SC1)NC(CN1C(C=CC2=CC(=CC=C12)C(F)(F)F)=O)=O)C=1OC=CN1 (N-(4-Cyano-3-(oxazol-2-yl)thiophen-2-yl)-2-(2-oxo-6-(trifluoromethyl)quinolin-1(2H)-yl)acetamide). RXN SMILES: [NH2:1][C:2]1[S:6][CH:5]=[C:4]([C:7]#[N:8])[C:3]=1[C:9]1[O:10][CH:11]=[CH:12][N:13]=1.[O:14]=[C:15]1[CH:24]=[CH:23][C:22]2[C:17](=[CH:18][CH:19]=[C:20]([C:25]([F:28])([F:27])[F:26])[CH:21]=2)[N:16]1[CH2:29][C:30](O)=[O:31]>>[C:7]([C:4]1[C:3]([C:9]2[O:10][CH:11]=[CH:12][N:13]=2)=[C:2]([NH:1][C:30](=[O:31])[CH2:29][N:16]2[C:17]3[C:22](=[CH:21][C:20]([C:25]([F:26])([F:28])[F:27])=[CH:19][CH:18]=3)[CH:23]=[CH:24][C:15]2=[O:14])[S:6][CH:5]=1)#[N:8]. Procedure details: The title compound was synthesized from 5-amino-4-(oxazol-2-yl)thiophene-3-carbonitrile (21 mg, 0.11 mmol) and 2-(2-oxo-6-(trifluoromethyl)quinolin-1(2H)-yl)acetic acid (30 mg, 0.11 mmol) according to protocol A. The product was purified by HPLC. LCMS method [7], retention time=6.70 min; MS(ESI) 445.0 (MH+); 1H NMR (300 MHz, CD3OD) δ 8.19 (d, J=9.8 Hz, 2H), 7.95-7.80 (m, 3H), 7.85 (d, J=1.8 Hz, 1H), 7.08 (d, J=0.8 Hz, 1H), 6.90 (d, J=9.6 Hz, 1H), 5.45 (s, 2H). Reactants: COC(CCC(CC1=CC=C(C=C1)OCC1=CC=CC=C1)NC(CCCCCCC1=CC=CC=C1)=O)=O ((RS)-5-(4-Benzyloxy-phenyl)-4-(7-phenyl-heptanoylamino)-pentanoic acid methyl ester), Cl (HCl). Reagents/catalysts: [Pd] (Pd—C). Run in C1CCOC1 (THF). The product is COC(CCC(CC1=CC=C(C=C1)O)NC(CCCCCCC1=CC=CC=C1)=O)=O ((RS)-5-(4-Hydroxy-phenyl)-4-(7-phenyl-heptanoylamino)-pentanoic acid methyl ester). The yield is 98.0%. Reaction SMILES: [CH3:1][O:2][C:3](=[O:37])[CH2:4][CH2:5][CH:6]([NH:22][C:23](=[O:36])[CH2:24][CH2:25][CH2:26][CH2:27][CH2:28][CH2:29][C:30]1[CH:35]=[CH:34][CH:33]=[CH:32][CH:31]=1)[CH2:7][C:8]1[CH:13]=[CH:12][C:11]([O:14]CC2C=CC=CC=2)=[CH:10][CH:9]=1.Cl>C1COCC1.[Pd]>[CH3:1][O:2][C:3](=[O:37])[CH2:4][CH2:5][CH:6]([NH:22][C:23](=[O:36])[CH2:24][CH2:25][CH2:26][CH2:27][CH2:28][CH2:29][C:30]1[CH:31]=[CH:32][CH:33]=[CH:34][CH:35]=1)[CH2:7][C:8]1[CH:13]=[CH:12][C:11]([OH:14])=[CH:10][CH:9]=1. Reported procedure: (RS)-5-(4-Benzyloxy-phenyl)-4-(7-phenyl-heptanoylamino)-pentanoic acid methyl ester 78 (872 mg, 1.74 mmol) was hydrogenated over 10% Pd—C in THF (20 mL) containing HCl solution (1 M, 2.5 mL). The solution was filtered (Celite™) and approximately two thirds of the solvent removed under reduced pressure. The solution was diluted with water and extracted into EtOAc. The combined extracts were washed with water, brine and dried with MgSO4. Evaporation of the solvent in vacuo afforded the title compo... The reactants are [Al+3], CCOC(C)=O, [H-], [H-], [H-], [H-], [K+], [Li+], COCOC1CCN(CC(=O)Nc2ccccc2)CC1, C1CCOC1, [OH-], O. The product is COCOC1CCN(CCNc2ccccc2)CC1. As a reaction SMILES: [Al+3:22].[CH3:35][CH2:36][O:37][C:38](=[O:39])[CH3:40].[H-:21].[H-:24].[H-:25].[H-:26].[K+:28].[Li+:23].[NH:1]([c:2]1[cH:3][cH:4][cH:5][cH:6][cH:7]1)[C:8](=[O:9])[CH2:10][N:11]1[CH2:12][CH2:13][CH:14]([O:17][CH2:18][O:19][CH3:20])[CH2:15][CH2:16]1.[O:30]1[CH2:31][CH2:32][CH2:33][CH2:34]1.[OH-:27].[OH2:29]>>[NH:1]([c:2]1[cH:3][cH:4][cH:5][cH:6][cH:7]1)[CH2:8][CH2:10][N:11]1[CH2:12][CH2:13][CH:14]([O:17][CH2:18][O:19][CH3:20])[CH2:15][CH2:16]1.